Dataset: the Open Reaction Database (ORD), a public repository of structured organic reaction records. Task: describe an organic reaction: reactants, conditions, products, and yield The reactants are BrCCOC1=C(C=C(C#N)C=C1)F (4-(2-Bromoethoxy)-3-fluorobenzonitrile), C(C)(=O)O (acetic acid), C([O-])(O)=O.[Na+] (sodium bicarbonate). The solvent is O (water), S(O)(O)(=O)=O (sulfuric acid). The product is BrCCOC1=C(C=C(C(=O)O)C=C1)F (4-(2-bromoethoxy)-3-fluorobenzoic acid). Yield: 65.0%. As a reaction SMILES: [Br:1][CH2:2][CH2:3][O:4][C:5]1[CH:12]=[CH:11][C:8](C#N)=[CH:7][C:6]=1[F:13].[C:14](=[O:17])(O)[O-:15].[Na+].C(O)(=O)C>O.S(=O)(=O)(O)O>[Br:1][CH2:2][CH2:3][O:4][C:5]1[CH:12]=[CH:11][C:8]([C:14]([OH:15])=[O:17])=[CH:7][C:6]=1[F:13] |f:1.2|. Procedure details: 4-(2-Bromoethoxy)-3-fluorobenzonitrile (3.78 g, 15.5 mmol) in water (18 mL) and concentrated sulfuric acid (18 mL) was heated at 110° C. for 12 hours. The solution was then cooled to room temperature and neutralized with solid sodium bicarbonate. Acidification with glacial acetic acid gave a white solid precipitate, which was collected by filtration and dissolved in dichloromethane. The resultant solution was dried over sodium sulfate. The dichloromethane solution was then filtered and evaporate... The reactants are C1(CCCCC1)N=C=O (cyclohexyl isocyanate), ClC1=CC=C(CCN2CCN(CC2)CCCS)C=C1 (3-[4-(4-chlorophenethyl)piperazin-1-yl]propanethiol). Solvent: C(Cl)Cl (methylene chloride). Yields the product Cl.Cl.C1(CCCCC1)NC(O)=SCCCN1CCN(CC1)CCC1=CC=C(C=C1)Cl (N-cyclohexyl-S-{3-[4-(4-chlorophenethyl)piperazin-1-yl]propyl}thiocarbamate dihydrochloride). The yield is 170.7%. As a reaction SMILES: [CH:1]1([N:7]=[C:8]=[O:9])[CH2:6][CH2:5][CH2:4][CH2:3][CH2:2]1.[Cl:10][C:11]1[CH:28]=[CH:27][C:14]([CH2:15][CH2:16][N:17]2[CH2:22][CH2:21][N:20]([CH2:23][CH2:24][CH2:25][SH:26])[CH2:19][CH2:18]2)=[CH:13][CH:12]=1>C(Cl)Cl>[ClH:10].[ClH:10].[CH:1]1([NH:7][C:8](=[SH:26][CH2:25][CH2:24][CH2:23][N:20]2[CH2:21][CH2:22][N:17]([CH2:16][CH2:15][C:14]3[CH:13]=[CH:12][C:11]([Cl:10])=[CH:28][CH:27]=3)[CH2:18][CH2:19]2)[OH:9])[CH2:6][CH2:5][CH2:4][CH2:3][CH2:2]1 |f:3.4.5|. Procedure: The procedure described in Example 35 was followed, using 1.7 g of cyclohexyl isocyanate, 4.0 g of 3-[4-(4-chlorophenethyl)piperazin-1-yl]propanethiol and 100 ml of methylene chloride, to give 3.8 g (58% of theory) of N-cyclohexyl-S-{3-[4-(4-chlorophenethyl)piperazin-1-yl]propyl}thiocarbamate dihydrochloride as a white crystalline solid, M.p. 262°-267° C.